The task is: describe an organic reaction: reactants, conditions, products, and yield. This data is from the Open Reaction Database (ORD), a public repository of structured organic reaction records. Starting materials: C1COCCO1, CO, Cl, Cn1ncc([N+](=O)[O-])c1N1CCC(NC(=O)OC(C)(C)C)CC(F)(F)C1. Reaction SMILES: [CH2:28]1[O:29][CH2:30][CH2:31][O:32][CH2:33]1.[CH3:34][OH:35].[ClH:27].[F:1][C:2]1([F:26])[CH2:3][CH:4]([NH:18][C:19](=[O:20])[O:21][C:22]([CH3:23])([CH3:24])[CH3:25])[CH2:5][CH2:6][N:7]([c:9]2[c:10]([N+:15](=[O:16])[O-:17])[cH:11][n:12][n:13]2[CH3:14])[CH2:8]1>>[F:1][C:2]1([F:26])[CH2:3][CH:4]([NH2:18])[CH2:5][CH2:6][N:7]([c:9]2[c:10]([N+:15](=[O:16])[O-:17])[cH:11][n:12][n:13]2[CH3:14])[CH2:8]1. Yields the product Cn1ncc([N+](=O)[O-])c1N1CCC(N)CC(F)(F)C1. Starting materials: COc1ccc(CN2Cc3c(F)c(NC(CC(C)C)C(N)=O)nc(-c4ccc(C#N)s4)c3C2=O)c(OC)c1, O=C(O)C(F)(F)F. Product: CC(C)CC(Nc1nc(-c2ccc(C#N)s2)c2c(c1F)CNC2=O)C(N)=O. RXN SMILES: [C:1](#[N:2])[c:3]1[cH:4][cH:5][c:6](-[c:8]2[n:9][c:10]([NH:30][CH:31]([C:32](=[O:33])[NH2:34])[CH2:35][CH:36]([CH3:37])[CH3:38])[c:11]([F:29])[c:12]3[c:13]2[C:14](=[O:28])[N:15]([CH2:17][c:18]2[cH:19][cH:20][c:21]([O:22][CH3:23])[cH:24][c:25]2[O:26][CH3:27])[CH2:16]3)[s:7]1.[F:39][C:40]([F:41])([F:42])[C:43]([OH:44])=[O:45]>>[C:1](#[N:2])[c:3]1[cH:4][cH:5][c:6](-[c:8]2[n:9][c:10]([NH:30][CH:31]([C:32](=[O:33])[NH2:34])[CH2:35][CH:36]([CH3:37])[CH3:38])[c:11]([F:29])[c:12]3[c:13]2[C:14](=[O:28])[NH:15][CH2:16]3)[s:7]1. The reactants are BrCc1ccccc1, O=C([O-])[O-], CC#N, [K+], [K+], Cc1[nH]c2ccc(O)cc2c1C(=O)O. The product is Cc1[nH]c2ccc(OCc3ccccc3)cc2c1C(=O)O. RXN SMILES: [Br:21][CH2:22][c:23]1[cH:24][cH:25][cH:26][cH:27][cH:28]1.[C:15](=[O:16])([O-:17])[O-:18].[CH3:29][C:30]#[N:31].[K+:19].[K+:20].[OH:1][c:2]1[cH:3][c:4]2[c:5]([C:12](=[O:13])[OH:14])[c:6]([CH3:11])[nH:7][c:8]2[cH:9][cH:10]1>>[O:1]([c:2]1[cH:3][c:4]2[c:5]([C:12](=[O:13])[OH:14])[c:6]([CH3:11])[nH:7][c:8]2[cH:9][cH:10]1)[CH2:22][c:23]1[cH:24][cH:25][cH:26][cH:27][cH:28]1. Reactants: C[N+](C)(C)Cc1ccccc1, C=CC(=O)OC, CO, [OH-], c1ccc(C2c3ccccc3CC3CNCC32)cc1. Product: COC(=O)CCN1CC2Cc3ccccc3C(c3ccccc3)C2C1. As a reaction SMILES: [CH2:27]([N+:28]([CH3:29])([CH3:30])[CH3:31])[c:32]1[cH:33][cH:34][cH:35][cH:36][cH:37]1.[CH3:20][O:21][C:22]([CH:23]=[CH2:24])=[O:25].[CH3:38][OH:39].[OH-:26].[c:1]1([CH:7]2[c:8]3[c:9]([cH:16][cH:17][cH:18][cH:19]3)[CH2:10][CH:11]3[CH2:12][NH:13][CH2:14][CH:15]23)[cH:2][cH:3][cH:4][cH:5][cH:6]1>>[c:1]1([CH:7]2[c:8]3[c:9]([cH:16][cH:17][cH:18][cH:19]3)[CH2:10][CH:11]3[CH2:12][N:13]([CH2:24][CH2:23][C:22]([O:21][CH3:20])=[O:25])[CH2:14][CH:15]23)[cH:2][cH:3][cH:4][cH:5][cH:6]1. Reactants: C(C)C=1NC(C(C#N)=CC1C(CC)=O)=O (6-ethyl-1,2-dihydro-2-oxo-5-(n-propanoyl)nicotinonitrile), O (water), S(O)(O)(=O)=O (sulfuric acid). The solvent is C(C)(=O)O (acetic acid). Yields the product C(C)C=1NC(C(C(=O)O)=CC1C(CC)=O)=O (6-ethyl-1,2-dihydro-2-oxo-5-(n-propanoyl)nicotinic acid). RXN SMILES: [CH2:1]([C:3]1[NH:4][C:5](=[O:15])[C:6](=[CH:9][C:10]=1[C:11](=[O:14])[CH2:12][CH3:13])[C:7]#N)[CH3:2].[OH2:16].S(=O)(=O)(O)[OH:18]>C(O)(=O)C>[CH2:1]([C:3]1[NH:4][C:5](=[O:15])[C:6](=[CH:9][C:10]=1[C:11](=[O:14])[CH2:12][CH3:13])[C:7]([OH:18])=[O:16])[CH3:2]. Procedure: A mixture containing 40.8 g of 6-ethyl-1,2-dihydro-2-oxo-5-(n-propanoyl)nicotinonitrile, 50 ml of water, 75 ml of concentrated sulfuric acid and 200 ml of acetic acid was heated on a steam bath for 8 hours, cooled and concentrated on a rotary evaporator to remove the acetic acid and water. The remaining mixture was diluted with 300 ml of water and chilled for 1 hour in an ice bath. The white solid that separated was collected, washed with water and dried in a vacuum over at 80° C. and recrystall... Reactants: CCN=C=NCCCN(C)C, CN(C)c1ccncc1, O=C(O)c1ccc2[nH]c(=O)c3cnc(C4CCCCC4)n3c2c1, Cl, Nc1ccccn1, O, On1nnc2ccccc21, c1ccncc1. The product is O=C(Nc1ccccn1)c1ccc2[nH]c(=O)c3cnc(C4CCCCC4)n3c2c1. Reaction SMILES: [CH3:43][N:44]([CH3:45])[CH2:46][CH2:47][CH2:48][N:49]=[C:50]=[N:51][CH2:52][CH3:53].[CH3:54][N:55]([CH3:56])[c:57]1[cH:58][cH:59][n:60][cH:61][cH:62]1.[CH:1]1([c:7]2[n:8][cH:9][c:10]3[n:11]2[c:12]2[cH:13][c:14]([C:21](=[O:22])[OH:23])[cH:15][cH:16][c:17]2[nH:18][c:19]3=[O:20])[CH2:2][CH2:3][CH2:4][CH2:5][CH2:6]1.[ClH:42].[NH2:24][c:25]1[n:26][cH:27][cH:28][cH:29][cH:30]1.[OH2:31].[OH:32][n:33]1[c:34]2[cH:35][cH:36][cH:37][cH:38][c:39]2[n:40][n:41]1.[cH:63]1[cH:64][cH:65][n:66][cH:67][cH:68]1>>[CH:1]1([c:7]2[n:8][cH:9][c:10]3[n:11]2[c:12]2[cH:13][c:14]([C:21](=[O:22])[NH:24][c:25]4[n:26][cH:27][cH:28][cH:29][cH:30]4)[cH:15][cH:16][c:17]2[nH:18][c:19]3=[O:20])[CH2:2][CH2:3][CH2:4][CH2:5][CH2:6]1. Reactants: ClC1=CC(=C(C=C1OC)NC(C(F)(F)F)=O)C (N-(4-chloro-5-methoxy-2-methylphenyl)-2,2,2-trifluoroacetamide), [OH-].[Na+] (sodium hydroxide). Solvent: C(C)O (ethanol). Reaction conditions: temperature 80 celsius, time 30 minute. The product is ClC1=CC(=C(N)C=C1OC)C (4-Chloro-5-methoxy-2-methylaniline). Isolated yield 92.2%. RXN SMILES: [Cl:1][C:2]1[C:7]([O:8][CH3:9])=[CH:6][C:5]([NH:10]C(=O)C(F)(F)F)=[C:4]([CH3:17])[CH:3]=1.[OH-].[Na+]>C(O)C>[Cl:1][C:2]1[C:7]([O:8][CH3:9])=[CH:6][C:5]([NH2:10])=[C:4]([CH3:17])[CH:3]=1 |f:1.2|. Procedure details: To a suspension of N-(4-chloro-5-methoxy-2-methylphenyl)-2,2,2-trifluoroacetamide (7.02 g) in ethanol (50 mL) was added 2 mol/L aqueous sodium hydroxide solution at room temperature, and the mixture was stirred at external temperature of 80° C. for 30 minutes. The reaction mixture was left to be cooled and concentrated under reduced pressure. To the residue was added water, and the mixture was stirred for 1 hour. The precipitate was collected by filtration, washed with water, and then dried unde... Starting materials: CO, [Na+], CCOC(=O)C1CN(CCn2c(=O)cc(C)c3ccc(OC)cc32)CCN1CCc1ccc2c(c1)OCCO2, [OH-]. Yields the product COc1ccc2c(C)cc(=O)n(CCN3CCN(CCc4ccc5c(c4)OCCO5)C(C(=O)O)C3)c2c1. Reaction SMILES: [CH3:42][OH:43].[Na+:41].[O:1]1[CH2:2][CH2:3][O:4][c:5]2[c:6]1[cH:7][cH:8][c:9]([CH2:11][CH2:12][N:13]1[CH:14]([C:35](=[O:36])[O:37][CH2:38][CH3:39])[CH2:15][N:16]([CH2:19][CH2:20][n:21]3[c:22](=[O:34])[cH:23][c:24]([CH3:33])[c:25]4[cH:26][cH:27][c:28]([O:31][CH3:32])[cH:29][c:30]34)[CH2:17][CH2:18]1)[cH:10]2.[OH-:40]>>[O:1]1[CH2:2][CH2:3][O:4][c:5]2[c:6]1[cH:7][cH:8][c:9]([CH2:11][CH2:12][N:13]1[CH:14]([C:35](=[O:36])[OH:37])[CH2:15][N:16]([CH2:19][CH2:20][n:21]3[c:22](=[O:34])[cH:23][c:24]([CH3:33])[c:25]4[cH:26][cH:27][c:28]([O:31][CH3:32])[cH:29][c:30]34)[CH2:17][CH2:18]1)[cH:10]2.